Dataset: the Open Reaction Database (ORD), a public repository of structured organic reaction records. Task: describe an organic reaction: reactants, conditions, products, and yield The reactants are Cc1c(C(=O)c2ccc(Cl)cc2)[nH]c(CC(=O)O)c1C(=O)O, O=C(O)C(F)(F)F. Yields the product Cc1cc(CC(=O)O)[nH]c1C(=O)c1ccc(Cl)cc1. Reaction SMILES: [Cl:1][c:2]1[cH:3][cH:4][c:5]([C:6](=[O:7])[c:8]2[c:9]([CH3:20])[c:10]([C:17]([OH:18])=[O:19])[c:11]([CH2:13][C:14](=[O:15])[OH:16])[nH:12]2)[cH:21][cH:22]1.[OH:23][C:24]([C:25]([F:26])([F:27])[F:28])=[O:29]>>[Cl:1][c:2]1[cH:3][cH:4][c:5]([C:6](=[O:7])[c:8]2[c:9]([CH3:20])[cH:10][c:11]([CH2:13][C:14](=[O:15])[OH:16])[nH:12]2)[cH:21][cH:22]1. Reactants: O=C1CNCc2cc(Br)cnc2N1, CCC#N, C=CC(=O)N(C)Cc1cccc(C(C)C)c1OCCC, CCN(C(C)C)C(C)C, CC(=O)[O-], CC(=O)[O-], CN(C)C=O, O, [Pd+2]. RXN SMILES: [Br:30][c:31]1[cH:32][c:33]2[c:34]([n:41][cH:42]1)[NH:35][C:36](=[O:40])[CH2:37][NH:38][CH2:39]2.[C:43](#[N:44])[CH2:45][CH3:46].[CH:1]([CH3:2])([CH3:3])[c:4]1[c:5]([O:17][CH2:18][CH2:19][CH3:20])[c:6]([CH2:7][N:8]([C:9]([CH:10]=[CH2:11])=[O:12])[CH3:13])[cH:14][cH:15][cH:16]1.[CH:21]([N:22]([CH:23]([CH3:24])[CH3:25])[CH2:26][CH3:27])([CH3:28])[CH3:29].[O-:54][C:55]([CH3:56])=[O:57].[O-:58][C:59]([CH3:60])=[O:61].[O:47]=[CH:48][N:49]([CH3:50])[CH3:51].[OH2:52].[Pd+2:53]>>[CH:1]([CH3:2])([CH3:3])[c:4]1[c:5]([O:17][CH2:18][CH2:19][CH3:20])[c:6]([CH2:7][N:8]([C:9]([CH:10]=[CH:11][c:31]2[cH:32][c:33]3[c:34]([n:41][cH:42]2)[NH:35][C:36](=[O:40])[CH2:37][NH:38][CH2:39]3)=[O:12])[CH3:13])[cH:14][cH:15][cH:16]1. The product is CCCOc1c(CN(C)C(=O)C=Cc2cnc3c(c2)CNCC(=O)N3)cccc1C(C)C. Reaction SMILES: [ClH:1].C[O:3][C:4]1[CH:9]=[CH:8][C:7]([C:10]2[S:14][C:13]3[CH:15]=[C:16]([O:19]C)[CH:17]=[CH:18][C:12]=3[C:11]=2[C:21]2[CH:26]=[CH:25][CH:24]=[C:23]([O:27][CH2:28][CH2:29][N:30]3[CH2:35][CH2:34][CH2:33][CH2:32][CH2:31]3)[CH:22]=2)=[CH:6][CH:5]=1.B(Br)(Br)Br>ClCl>[ClH:1].[OH:3][C:4]1[CH:9]=[CH:8][C:7]([C:10]2[S:14][C:13]3[CH:15]=[C:16]([OH:19])[CH:17]=[CH:18][C:12]=3[C:11]=2[C:21]2[CH:26]=[CH:25][CH:24]=[C:23]([O:27][CH2:28][CH2:29][N:30]3[CH2:31][CH2:32][CH2:33][CH2:34][CH2:35]3)[CH:22]=2)=[CH:6][CH:5]=1 |f:0.1,4.5|. The solvent is ClCl (Cl2). The reactants are Cl.COC1=CC=C(C=C1)C1=C(C2=C(S1)C=C(C=C2)OC)C2=CC(=CC=C2)OCCN2CCCCC2 (2-(4-Methoxyphenyl)-3-[3-[2-(1-piperidinyl)ethoxy]phenyl]-6-methoxybenzo[b]thiophene hydrochloride), B(Br)(Br)Br (BBr3). Conditions: temperature 0 celsius, time 3 hour. The product is Cl.OC1=CC=C(C=C1)C1=C(C2=C(S1)C=C(C=C2)O)C2=CC(=CC=C2)OCCN2CCCCC2 (2-(4--Hydroxyphenyl)-3-[3-[2-(1-piperidinyl)ethoxy]phenyl]-6-hydroxybenzo[b]thiophene hydrochloride). Procedure: 2-(4-Methoxyphenyl)-3-[3-[2-(1-piperidinyl)ethoxy]phenyl]-6-methoxybenzo[b]thiophene hydrochloride, 2 g (4 mmol) was dissolved in 125 mL of CH2 Cl2 and cooled to 0+ C. 1.0 mL (10 mmol) of BBr3 was added and the reaction mixture was stirred at 0° C. for 3 hours under a nitrogen atmosphere. The reaction was quenched by pouring into a mixture of 125 mL of aqueous NaHCO3, 25 mL of isopropanol, and 250 mL of CHCl3. The organic layer was separated and washed twice with brine, dried with Na2SO4, and ev... The reactants are [H-].[Na+] (NaH), CI (methyl iodide), C(C)(C)(C)OC(=O)N1C=C(C2=CC=CC=C12)C(N(C=1C=NC(=CC1)OC=1C(=NC=CC1)C)C)=O (tert-butyl-3-(methyl(6-(2-methylpyridine-3-yloxy)pyridine-3-yl)carbamoyl)-1H-indole-1-carboxylate). Run in C1CCOC1 (THF). Reaction conditions: time 5 hour. Yields the product CN(C(=O)C1=CN(C2=CC=CC=C12)C)C=1C=NC(=CC1)OC=1C(=NC=CC1)C (1-methyl-1H-indole-3-carboxylic acid methyl-[6-(2-methyl-pyridine-3-yloxy)-pyridine-3-yl]-amide). Isolated yield 61.7%. RXN SMILES: C(O[C:6]([N:8]1[C:16]2[C:11](=[CH:12][CH:13]=[CH:14][CH:15]=2)[C:10]([C:17](=[O:34])[N:18]([CH3:33])[C:19]2[CH:20]=[N:21][C:22]([O:25][C:26]3[C:27]([CH3:32])=[N:28][CH:29]=[CH:30][CH:31]=3)=[CH:23][CH:24]=2)=[CH:9]1)=O)(C)(C)C.[H-].[Na+].CI>C1COCC1>[CH3:33][N:18]([C:19]1[CH:20]=[N:21][C:22]([O:25][C:26]2[C:27]([CH3:32])=[N:28][CH:29]=[CH:30][CH:31]=2)=[CH:23][CH:24]=1)[C:17]([C:10]1[C:11]2[C:16](=[CH:15][CH:14]=[CH:13][CH:12]=2)[N:8]([CH3:6])[CH:9]=1)=[O:34] |f:1.2|. Procedure: The tert-butyl-3-(methyl(6-(2-methylpyridine-3-yloxy)pyridine-3-yl)carbamoyl)-1H-indole-1-carboxylate (40 mg, 0.087 mmol) in Example 12 was dissolved in THF (10 ml), and NaH (21 mg, 0.54 mmol) and methyl iodide (0.95 g, 0.67 mmol) were added to the solution. The reaction solution was stirred at room temperature for 5 hours, and then the product was washed and filtered to yield a target compound as a brown solid (20 mg, 12%) by chromatography (methanol:dichloromethane=1:20). Reactants: BrC=1C=NC=C(C1C=O)Cl (3-bromo-5-chloro-pyridine-4-carbaldehyde), S1C(=NC=C1)S (thiazole-2-thiol), ClC=1C=NC=C(C1C=O)SC=1SC=CN1 (3-chloro-5-(thiazol-2-ylsulfanyl)-pyridine-4-carbaldehyde). Run in ClC1=NC=CC(=C1)Cl (2,4-dichloro-pyridine). The product is ClC1=NC=CC(=C1C=O)SC=1SC=CN1 (2-Chloro-4-(thiazol-2-ylsulfanyl)-pyridine-3-carbaldehyde). Reaction SMILES: BrC1[CH:3]=[N:4]C=C(Cl)C=1C=O.S1C=CN=C1S.[Cl:17][C:18]1C=N[CH:21]=[C:22]([S:26][C:27]2[S:28][CH:29]=[CH:30][N:31]=2)[C:23]=1[CH:24]=[O:25]>ClC1C=C(Cl)C=CN=1>[Cl:17][C:18]1[C:23]([CH:24]=[O:25])=[C:22]([S:26][C:27]2[S:28][CH:29]=[CH:30][N:31]=2)[CH:21]=[CH:3][N:4]=1. Reported procedure: Introduction of the formyl group in 2,4-dichloro-pyridine according to the synthesis of 3-bromo-5-chloro-pyridine-4-carbaldehyde and subsequent reaction with thiazole-2-thiol according to the synthesis of 3-chloro-5-(thiazol-2-ylsulfanyl)-pyridine-4-carbaldehyde yielded the title compound. MS (m/z): 257.2 [H+H+]. Starting materials: ClC=1C=C(C=CC1)[C@@H]1[C@H](N(SCC1)C(C)C)C1=CC=C(C=C1)Cl ((3S,4R)-4-(3-chlorophenyl)-3-(4-chlorophenyl)-2-(2-propanyl)-1,2-thiazinan), IC (iodomethane), solution, C[Si](C)(C)[N-][Si](C)(C)C.[Li+] (lithium bis(trimethylsilyl)-amide). The solvent is C1CCOC1 (THF), C1CCOC1 (THF). Conditions: time 17 hour. Product: ClC=1C=C(C=CC1)[C@@H]1[C@H](N(S[C@@H](C1)C)C(C)C)C1=CC=C(C=C1)Cl ((3S,4R,6R)-4-(3-chlorophenyl)-3-(4-chlorophenyl)-6-methyl-2-(2-propanyl)-1,2-thiazinan). Reaction SMILES: [Cl:1][C:2]1[CH:3]=[C:4]([C@H:8]2[CH2:13][CH2:12][S:11][N:10]([CH:14]([CH3:16])[CH3:15])[C@@H:9]2[C:17]2[CH:22]=[CH:21][C:20]([Cl:23])=[CH:19][CH:18]=2)[CH:5]=[CH:6][CH:7]=1.IC.[CH3:26][Si]([N-][Si](C)(C)C)(C)C.[Li+]>C1COCC1>[Cl:1][C:2]1[CH:3]=[C:4]([C@H:8]2[CH2:13][C@@H:12]([CH3:26])[S:11][N:10]([CH:14]([CH3:16])[CH3:15])[C@@H:9]2[C:17]2[CH:18]=[CH:19][C:20]([Cl:23])=[CH:21][CH:22]=2)[CH:5]=[CH:6][CH:7]=1 |f:2.3|. Procedure details: To a degassed solution of 239.9 mg (0.602 mmol) of (3S,4R)-4-(3-chlorophenyl)-3-(4-chlorophenyl)-2-(2-propanyl)-1,2-thiazinan (Example 117, Step D) in THF (2.0 mL) was added iodomethane (60.0 μl, 0.960 mmol), followed by dropwise addition of a 1 M solution of lithium bis(trimethylsilyl)-amide in THF (640.0 μl, 0.640 mmol). After stirring at room temperature for 17 hours, the reaction was quenched with MeOH (3 mL), then concentrated under reduced pressure. Purification by flash chromatography on ... The reactants are N1=CC=CC2=CC=C3C=CC=NC3=C12 (1,10-phenanthroline), P(=O)([O-])([O-])[O-].[K+].[K+].[K+] (potassium phosphate), BrC#CC1=CC=C(C=C1)Cl (1-(bromoethynyl)-4-chlorobenzene), ClC1=CC=2C3=C(NC2C=C1)CCN(C3)C (8-Chloro-2-methyl-2,3,4,5-tetrahydro-1H-pyrido[4,3-b]indole). The reagents and catalysts are S(=O)(=O)([O-])[O-].[Cu+2] (Copper sulfate). Run in C1(=CC=CC=C1)C (toluene). Reaction conditions: temperature 80 celsius. The product is ClC1=CC=2C3=C(N(C2C=C1)C#CC1=CC=C(C=C1)Cl)CCN(C3)C (8-chloro-5-((4-chlorophenyl)ethynyl)-2-methyl-2,3,4,5-tetrahydro-1H-pyrido[4,3-b]indole). Isolated yield 33.8%. Reaction SMILES: [Cl:1][C:2]1[CH:10]=[CH:9][C:8]2[NH:7][C:6]3[CH2:11][CH2:12][N:13]([CH3:15])[CH2:14][C:5]=3[C:4]=2[CH:3]=1.N1C2C(=CC=C3C=2N=CC=C3)C=CC=1.P([O-])([O-])([O-])=O.[K+].[K+].[K+].Br[C:39]#[C:40][C:41]1[CH:46]=[CH:45][C:44]([Cl:47])=[CH:43][CH:42]=1>C1(C)C=CC=CC=1.S([O-])([O-])(=O)=O.[Cu+2]>[Cl:1][C:2]1[CH:10]=[CH:9][C:8]2[N:7]([C:39]#[C:40][C:41]3[CH:46]=[CH:45][C:44]([Cl:47])=[CH:43][CH:42]=3)[C:6]3[CH2:11][CH2:12][N:13]([CH3:15])[CH2:14][C:5]=3[C:4]=2[CH:3]=1 |f:2.3.4.5,8.9|. Procedure: 8-Chloro-2-methyl-2,3,4,5-tetrahydro-1H-pyrido[4,3-b]indole (220 mg, 1 mmol) was dissolved in toluene (8-10 mL). Copper sulfate (50 mg, 0.2 mmol), 1,10-phenanthroline (72 mg, 0.4 mmol), potassium phosphate (425 mg, 2 mmol) and 1-(bromoethynyl)-4-chlorobenzene (237 mg, 1.1 mmol) was added and the mixture flushed with nitrogen. The reaction mixture was heated at 80° C. overnight (16 h). Product was detected by LCMS. The reaction mixture was filtered through Celite, washed with DCM. The combined or... Starting materials: CC(C)OCCOc1ccc(OB([O-])[O-])cc1, CN(Cc1ccc(NC(=O)C2=Cc3cc(Br)ccc3S(=O)(=O)CC2)cc1)C1CCOCC1, O=C([O-])[O-], CCO, [K+], [K+], O, O, Cc1ccccc1. Yields the product CC(C)OCCOc1ccc(-c2ccc3c(c2)C=C(C(=O)Nc2ccc(CN(C)C4CCOCC4)cc2)CCS3(=O)=O)cc1. Reaction SMILES: [B:44]([O-:45])([O-:59])[O:60][c:46]1[cH:47][cH:48][c:49]([O:52][CH2:53][CH2:54][O:55][CH:56]([CH3:57])[CH3:58])[cH:50][cH:51]1.[Br:1][c:2]1[cH:3][cH:4][c:5]2[c:6]([cH:32]1)[CH:7]=[C:8]([C:14](=[O:15])[NH:16][c:17]1[cH:18][cH:19][c:20]([CH2:23][N:24]([CH:25]3[CH2:26][CH2:27][O:28][CH2:29][CH2:30]3)[CH3:31])[cH:21][cH:22]1)[CH2:9][CH2:10][S:11]2(=[O:12])=[O:13].[C:61](=[O:62])([O-:63])[O-:64].[CH2:34]([OH:35])[CH3:36].[K+:65].[K+:66].[OH2:33].[OH2:67].[c:37]1([CH3:38])[cH:39][cH:40][cH:41][cH:42][cH:43]1>>[c:2]1(-[c:46]2[cH:47][cH:48][c:49]([O:52][CH2:53][CH2:54][O:55][CH:56]([CH3:57])[CH3:58])[cH:50][cH:51]2)[cH:3][cH:4][c:5]2[c:6]([cH:32]1)[CH:7]=[C:8]([C:14](=[O:15])[NH:16][c:17]1[cH:18][cH:19][c:20]([CH2:23][N:24]([CH:25]3[CH2:26][CH2:27][O:28][CH2:29][CH2:30]3)[CH3:31])[cH:21][cH:22]1)[CH2:9][CH2:10][S:11]2(=[O:12])=[O:13]. Starting materials: C(C=C)(=O)O (acrylic acid), Cl (hydrochloric acid), BrC1=CC=C(C=C1)N1C(=CC=C1C)C (1-(4-bromophenyl)-2,5-dimethylpyrrole), CC1=CC=CC=C1P(C2=CC=CC=C2C)C3=CC=CC=C3C (tri-O-tolylphosphine). Reagents/catalysts: [Pd](Cl)Cl (palladium chloride). Run in C(C)N(CC)CC (triethylamine), C(C)N(CC)CC (triethylamine), O (water). Product: CC=1N(C(=CC1)C)C1=CC=C(C=C1)C=CC(=O)O (3-[4-(2,5-dimethyl-1H-pyrrol-1-yl)phenyl)-2-propenoic acid). Reaction SMILES: Br[C:2]1[CH:7]=[CH:6][C:5]([N:8]2[C:12]([CH3:13])=[CH:11][CH:10]=[C:9]2[CH3:14])=[CH:4][CH:3]=1.CC1C(P(C2C(C)=CC=CC=2)C2C(C)=CC=CC=2)=CC=CC=1.[C:37]([OH:41])(=[O:40])[CH:38]=[CH2:39].Cl>C(N(CC)CC)C.O.[Pd](Cl)Cl>[CH3:14][C:9]1[N:8]([C:5]2[CH:6]=[CH:7][C:2]([CH:39]=[CH:38][C:37]([OH:41])=[O:40])=[CH:3][CH:4]=2)[C:12]([CH3:13])=[CH:11][CH:10]=1. Procedure: To a stirred solution of 50.0 g 1-(4-bromophenyl)-2,5-dimethylpyrrole (Meakins et al, J. Chem. Soc., Perkin Trans. I, 1984, 2801-2807) and tri-O-tolylphosphine (2.5 g) in triethylamine (100.0 ml), under a nitrogen atmosphere, is added decolorizing carbon (5.0 g) and palladium chloride (0.35 g). To this stirred slurry is added acrylic acid (20.0 g) followed by triethylamine (39.0 ml). The reaction mixture is refluxed for 4.5 hours, cooled to room temperature and diluted with water (700 ml). The p...